The task is: describe an organic reaction: reactants, conditions, products, and yield. This data is from the Open Reaction Database (ORD), a public repository of structured organic reaction records. The reactants are FC1=CC=C(CC2(CC(CCC2)NC(=O)C=2C=C3C(=NNC3=CC2)C2=CC(=NC=C2)C)C(=O)OC)C=C1 (methyl 1-(4-fluorobenzyl)-3-(3-(2-methylpyridin-4-yl)-1H-indazole-5-carboxamido)cyclohexanecarboxylate), [H-].[Al+3].[Li+].[H-].[H-].[H-] (Lithium aluminum hydride). The solvent is O1CCCC1 (tetrahydrofuran), C1CCOC1 (THF). Conditions: time 3 hour. Product: FC1=CC=C(CC2(CC(CCC2)NC(=O)C=2C=C3C(=NNC3=CC2)C2=CC(=NC=C2)C)CO)C=C1 (N-(3-(4-Fluorobenzyl)-3-(hydroxymethyl)cyclohexyl)-3-(2-methylpyridin-4-yl)-1H-indazole-5-carboxamide). RXN SMILES: [F:1][C:2]1[CH:37]=[CH:36][C:5]([CH2:6][C:7]2([C:32](OC)=[O:33])[CH2:12][CH2:11][CH2:10][CH:9]([NH:13][C:14]([C:16]3[CH:17]=[C:18]4[C:22](=[CH:23][CH:24]=3)[NH:21][N:20]=[C:19]4[C:25]3[CH:30]=[CH:29][N:28]=[C:27]([CH3:31])[CH:26]=3)=[O:15])[CH2:8]2)=[CH:4][CH:3]=1.[H-].[Al+3].[Li+].[H-].[H-].[H-]>O1CCCC1>[F:1][C:2]1[CH:37]=[CH:36][C:5]([CH2:6][C:7]2([CH2:32][OH:33])[CH2:12][CH2:11][CH2:10][CH:9]([NH:13][C:14]([C:16]3[CH:17]=[C:18]4[C:22](=[CH:23][CH:24]=3)[NH:21][N:20]=[C:19]4[C:25]3[CH:30]=[CH:29][N:28]=[C:27]([CH3:31])[CH:26]=3)=[O:15])[CH2:8]2)=[CH:4][CH:3]=1 |f:1.2.3.4.5.6|. Procedure: In a flask, methyl 1-(4-fluorobenzyl)-3-(3-(2-methylpyridin-4-yl)-1H-indazole-5-carboxamido)cyclohexanecarboxylate (0.31 mmol) was dissolved in tetrahydrofuran (6 mL). Lithium aluminum hydride in THF (1M) (0.62 ml, 0.62 mmol) was added to the flask. The reaction was stirred for 3 hrs at room temperature. Upon completion, the reaction was quenched with ethyl acetate (5 ml) drop-wise. Water (5 mL) was added to the reaction. The reaction mixture then was extracted 3 times with ethyl acetate (20 mL)... Starting materials: C(CC)NCCC (Dipropylamine), crude intermediate, [OH-].[Na+] (sodium hydroxide), N,N′-carbonyldiimidazole, COC(=O)C=1C=CC(=NC1)C(=O)O (5-(methoxycarbonyl)pyridine-2-carboxylic acid). Solvent: CN(C=O)C (N,N-dimethylformamide), C(C)O (ethanol), CN(C=O)C (N,N-dimethylformamide). Conditions: temperature 60 celsius, time 10 minute. Product: C(CC)N(C(=O)C1=NC=C(C(=O)O)C=C1)CCC (6-(dipropylcarbamoyl)nicotinic acid). Reaction SMILES: C[O:2][C:3]([C:5]1[CH:6]=[CH:7][C:8]([C:11]([OH:13])=O)=[N:9][CH:10]=1)=[O:4].[CH2:14]([NH:17][CH2:18][CH2:19][CH3:20])[CH2:15][CH3:16].[OH-].[Na+]>CN(C)C=O.C(O)C>[CH2:14]([N:17]([CH2:18][CH2:19][CH3:20])[C:11]([C:8]1[CH:7]=[CH:6][C:5]([C:3]([OH:2])=[O:4])=[CH:10][N:9]=1)=[O:13])[CH2:15][CH3:16] |f:2.3|. Reported procedure: N,N′-carbonyldiimidazole (145 mg, 0.89 mmol) was added to a solution of 5-(methoxycarbonyl)pyridine-2-carboxylic acid (162 mg, 0.89 mmol) in N,N-dimethylformamide (2.5 mL) at 60° C. The reaction mixture was stirred at 60° C. for 10 min. Dipropylamine (90 mg, 0.89 mmol) in N,N-dimethylformamide (1 mL) was added, and the reaction mixture was stirred at ambient temperature over night. The mixture was partitioned between saturated sodium bicarbonate and ethyl acetate. The organic layer was washed wi... The reactants are COC1=CC=C(C=C1)C1C(OCCC1)N1N=CC2=CC(=CC=C12)C1=NNC(=N1)CN(C)C (({3-[3-(4-Methoxyphenyl)-perhydro-2H-pyran-2-yl(1H-indazol-5-yl)](1H-1,2,4-triazol-5-yl)}methyl)dimethylamine), C1(=CC=CC=C1)C (Toluene), O1CCOCC1.Cl (HCl dioxane). Reaction conditions: time 18 hour. The product is COC1=CC=C(C=C1)C1=NNC2=CC=C(C=C12)C1=NNC(=N1)CN(C)C (({3-[3-(4-Methoxyphenyl)(1H-indazol-5-yl)](1H-1,2,4-triazol-5-yl)}methyl)dimethylamine). Yield: 20.0%. Reaction SMILES: COC1C=CC(C2CCCOC2[N:15]2[C:23]3[C:18](=[CH:19][C:20]([C:24]4[N:28]=[C:27]([CH2:29][N:30]([CH3:32])[CH3:31])[NH:26][N:25]=4)=[CH:21][CH:22]=3)[CH:17]=[N:16]2)=CC=1.[C:33]1(C)[CH:38]=[CH:37][CH:36]=[CH:35][CH:34]=1.[O:40]1CCOC[CH2:41]1.Cl>>[CH3:41][O:40][C:33]1[CH:38]=[CH:37][C:36]([C:17]2[C:18]3[C:23](=[CH:22][CH:21]=[C:20]([C:24]4[N:28]=[C:27]([CH2:29][N:30]([CH3:31])[CH3:32])[NH:26][N:25]=4)[CH:19]=3)[NH:15][N:16]=2)=[CH:35][CH:34]=1 |f:2.3|. Procedure: ({3-[3-(4-Methoxyphenyl)-perhydro-2H-pyran-2-yl(1H-indazol-5-yl)](1H-1,2,4-triazol-5-yl)}methyl)dimethylamine (0.57 g, 1.32 mmol) was suspended in 10 mL of 4 M in HCl dioxane solution. Toluene (10 mL) was added and the suspension was stirred at room temperature for 18 h. The reaction was quenched with saturated aqueous NaHCO3 solution and then concentrated under reduced pressure. The residue was taken up in DMSO and filtered. Purification by preparative HPLC (15–80% acetonitrile in water) furnis... The reactants are ClC1=C(OCC2=NC(=CC=C2)C)C=CC(=C1)[N+](=O)[O-] (2-[(2-chloro-4-nitrophenoxy)methyl]-6-methylpyridine). The reagents and catalysts are [Fe] (iron). The solvent is C(C)(=O)O (acetic acid). Reaction conditions: time 8 hour. Product: ClC=1C=C(N)C=CC1OCC1=NC(=CC=C1)C (3-chloro-4-[(6-methylpyridin-2-yl)methoxy]aniline). The yield is 88.2%. RXN SMILES: [Cl:1][C:2]1[CH:16]=[C:15]([N+:17]([O-])=O)[CH:14]=[CH:13][C:3]=1[O:4][CH2:5][C:6]1[CH:11]=[CH:10][CH:9]=[C:8]([CH3:12])[N:7]=1>C(O)(=O)C.[Fe]>[Cl:1][C:2]1[CH:16]=[C:15]([CH:14]=[CH:13][C:3]=1[O:4][CH2:5][C:6]1[CH:11]=[CH:10][CH:9]=[C:8]([CH3:12])[N:7]=1)[NH2:17]. Procedure details: 2-[(2-chloro-4-nitrophenoxy)methyl]-6-methylpyridine (4.87 g, 17.5 mmol) and iron powder (4.87 g, 87.4 mmol) were mixed in 150 mL acetic acid, and were stirred at rt overnight. The reaction mixture was filtered through a pad of Celite®, and washed with EtOAc. The filtrate was concentrated in vacuo and neutralized with saturated Na2CO3 solution. The contents were extracted with EtOAc (5×300 mL). The combined organic layers were washed with brine, dried over MgSO4, filtered, and concentrated in va... The product is FCC(OC=1C=C2C(=NC=NC2=CC1)NC=1SC2=NC(=CC=C2N1)OC)CF ([6-(2-Fluoro-1-fluoromethyl-ethoxy)-quinazolin-4-yl]-(5-methoxy-thiazolo[5,4-b]pyridin-2-yl)-amine). RXN SMILES: Cl[C:2]1[C:11]2[C:6](=[CH:7][CH:8]=[C:9]([OH:12])[CH:10]=2)[N:5]=[CH:4][N:3]=1.[F:13][CH2:14][CH:15](O)[CH2:16][F:17].[CH3:19][O:20][C:21]1[N:26]=[C:25]2[S:27][C:28]([NH2:30])=[N:29][C:24]2=[CH:23][CH:22]=1>>[F:13][CH2:14][CH:15]([CH2:16][F:17])[O:12][C:9]1[CH:10]=[C:11]2[C:6](=[CH:7][CH:8]=1)[N:5]=[CH:4][N:3]=[C:2]2[NH:30][C:28]1[S:27][C:25]2[C:24]([N:29]=1)=[CH:23][CH:22]=[C:21]([O:20][CH3:19])[N:26]=2. The reactants are compound, COC1=CC=C2C(=N1)SC(=N2)N (5-methoxy-thiazolo[5,4-b]pyridin-2-yl-amine), ClC1=NC=NC2=CC=C(C=C12)O (4-chloro-6-hydroxy-quinazoline), FCC(CF)O (1,3-difluoro-2-propanol). Reported procedure: The compound of Example 30 was manufactured by the same method as in Example 22, by a similar method thereto or by a combination of such a method with a conventional method using 4-chloro-6-hydroxy-quinazoline, 1,3-difluoro-2-propanol and 5-methoxy-thiazolo[5,4-b]pyridin-2-yl-amine. Starting materials: [OH-].[Na+] (NaOH), COC(COC1=CC2=CC=C(C=C2C=C1)NC(=O)C1=C(OC2=C1C=CC=C2)CCCC)=O ({6-[(2-butyl-benzofuran-3-carbonyl)-amino]-naphthalen-2-yloxy}-acetic acid methyl ester). Run in C1CCOC1 (THF), O (water). Conditions: time 8 hour. Yields the product [Na+].C(CCC)C=1OC2=C(C1C(=O)NC=1C=C3C=CC(=CC3=CC1)OCC(=O)[O-])C=CC=C2 ({6-[(2-Butyl-benzofuran-3-carbonyl)-amino]-naphthalen-2-yloxy}-acetic acid sodium salt). Isolated yield 90.5%. Reaction SMILES: C[O:2][C:3](=[O:32])[CH2:4][O:5][C:6]1[CH:15]=[CH:14][C:13]2[C:8](=[CH:9][CH:10]=[C:11]([NH:16][C:17]([C:19]3[C:23]4[CH:24]=[CH:25][CH:26]=[CH:27][C:22]=4[O:21][C:20]=3[CH2:28][CH2:29][CH2:30][CH3:31])=[O:18])[CH:12]=2)[CH:7]=1.[OH-].[Na+:34]>C1COCC1.O>[Na+:34].[CH2:28]([C:20]1[O:21][C:22]2[CH:27]=[CH:26][CH:25]=[CH:24][C:23]=2[C:19]=1[C:17]([NH:16][C:11]1[CH:12]=[C:13]2[C:8](=[CH:9][CH:10]=1)[CH:7]=[C:6]([O:5][CH2:4][C:3]([O-:32])=[O:2])[CH:15]=[CH:14]2)=[O:18])[CH2:29][CH2:30][CH3:31] |f:1.2,5.6|. Procedure details: A mixture of {6-[(2-butyl-benzofuran-3-carbonyl)-amino]-naphthalen-2-yloxy}-acetic acid methyl ester (103 mg, 0.239 mmol), prepared in the previous step, and 1 N NaOH (239 μL, 0.239 mmol) in 10 mL of THF plus 5 mL of water was stirred at room temperature for 21 h (overnight). The solvent was removed under reduced pressure to give the title compound (95 mg, 87%) as a yellow solid, MS m/z: 416 [M−H]−. The reactants are C(#N)C(C(=O)OC)C1=NC=C(C=C1Cl)Cl (Methyl 2-cyano-2-(3,5-dichloropyridin-2-yl)acetate), [Cl-].[Na+] (sodium chloride). Solvent: CS(=O)C (DMSO), O (water). Reaction conditions: temperature 130 celsius, time 3 hour. Product: ClC=1C(=NC=C(C1)Cl)CC#N (2-(3,5-dichloropyridin-2-yl)acetonitrile). Isolated yield 76.3%. RXN SMILES: [C:1]([CH:3]([C:8]1[C:13]([Cl:14])=[CH:12][C:11]([Cl:15])=[CH:10][N:9]=1)C(OC)=O)#[N:2].[Cl-].[Na+]>CS(C)=O.O>[Cl:14][C:13]1[C:8]([CH2:3][C:1]#[N:2])=[N:9][CH:10]=[C:11]([Cl:15])[CH:12]=1 |f:1.2|. Procedure: Methyl 2-cyano-2-(3,5-dichloropyridin-2-yl)acetate (120 mg, 0.490 mmol) was diluted with DMSO (1 mL) and water (40 uL) followed by the addition of sodium chloride (14.3 mg, 0.245 mmol). The reaction was heated to 130° C. and stirred for 3 hours. The reaction was allowed to cool, loaded onto silica gel and eluted with 5% ethyl acetate/hexanes to 50% ethyl acetate/hexanes to yield the desired compound (70 mg, 0.374 mmol, 76.4% yield).